From a dataset of the Open Reaction Database (ORD), a public repository of structured organic reaction records. describe an organic reaction: reactants, conditions, products, and yield Starting materials: C(C)(C)(C)C=1N=C(C2=C(N1)N(N=N2)CC2=C(C=CC=C2)Cl)N2CCOCC2 (5-tert-Butyl-3-(2-chloro-benzyl)-7-morpholin-4-yl-3H-[1,2,3]triazolo[4,5-d]pyrimidine), C(C)(C)(C)C=1N=C(C2=C(N1)N(N=N2)CC2=C(C=CC=C2)Cl)Cl (5-tert-butyl-7-chloro-3-(2-chlorobenzyl)-3H-[1,2,3]triazolo[4,5-d]pyrimidine), Cl.F[C@H]1CNCC1 ((R)-3-fluoropyrrolidine hydrochloride). Yields the product C(C)(C)(C)C=1N=C(C2=C(N1)N(N=N2)CC2=C(C=CC=C2)Cl)N2C[C@@H](CC2)F (5-tert-Butyl-3-(2-chloro-benzyl)-7-((R)-3-fluoro-pyrrolidin-1-yl)-3H-[1,2,3]triazolo[4,5-d]pyrimidine), gum. Yield: 54.0%. As a reaction SMILES: [C:1]([C:5]1[N:6]=[C:7]([N:22]2[CH2:27][CH2:26]O[CH2:24][CH2:23]2)[C:8]2[N:13]=[N:12][N:11]([CH2:14][C:15]3[CH:20]=[CH:19][CH:18]=[CH:17][C:16]=3[Cl:21])[C:9]=2[N:10]=1)([CH3:4])([CH3:3])[CH3:2].C(C1N=C(Cl)C2N=NN(CC3C=CC=CC=3Cl)C=2N=1)(C)(C)C.Cl.[F:51][C@@H]1CCNC1>>[C:1]([C:5]1[N:6]=[C:7]([N:22]2[CH2:27][CH2:26][C@@H:24]([F:51])[CH2:23]2)[C:8]2[N:13]=[N:12][N:11]([CH2:14][C:15]3[CH:20]=[CH:19][CH:18]=[CH:17][C:16]=3[Cl:21])[C:9]=2[N:10]=1)([CH3:4])([CH3:3])[CH3:2] |f:2.3|. Reported procedure: In analogy to the procedure described for the synthesis of 5-tert-butyl-3-(2-chloro-benzyl)-7-morpholin-4-yl-3H-[1,2,3]triazolo[4,5-d]pyrimidine (example 1, step c), the title compound was prepared from 5-tert-butyl-7-chloro-3-(2-chlorobenzyl)-3H-[1,2,3]triazolo[4,5-d]pyrimidine and (R)-3-fluoropyrrolidine hydrochloride and isolated as light-yellow gum (9.8 mg, 54%). MS (m/e): 389.4 (MH+). Starting materials: BrC1=CC(=C(C=O)C=C1)C (4-bromo-2-methylbenzaldehyde), CNC(OC(C)(C)C)=O (1,1-dimethylethyl methylcarbamate). The product is C(=O)C1=C(C=C(C=C1)CNC(OC(C)(C)C)=O)C (1,1-Dimethylethyl (4-formyl-3-methylphenyl)methylcarbamate). As a reaction SMILES: Br[C:2]1[CH:9]=[CH:8][C:5]([CH:6]=[O:7])=[C:4]([CH3:10])[CH:3]=1.[CH3:11][NH:12][C:13](=[O:19])[O:14][C:15]([CH3:18])([CH3:17])[CH3:16]>>[CH:6]([C:5]1[CH:8]=[CH:9][C:2]([CH2:11][NH:12][C:13](=[O:19])[O:14][C:15]([CH3:18])([CH3:17])[CH3:16])=[CH:3][C:4]=1[CH3:10])=[O:7]. Procedure details: The title compound was prepared from crude 4-bromo-2-methylbenzaldehyde (D91) and 1,1-dimethylethyl methylcarbamate (D83) using a method similar to that described for D84 in Description 84. δH (CDCl3, 400 MHz) 10.20 (1H, s), 7.76 (1H, d), 7.28 (1H, dd), 7.19 (1H, d), 3.31 (3H, s), 2.66 (3H, s), 1.49 (9H, s). The reactants are N#Cc1cccc(CN)c1, CN(C)C=O, O=N[O-], [Na+], O=C(O)C(F)(F)F. Yields the product N#Cc1cccc(CO)c1. RXN SMILES: [C:1](#[N:2])[c:3]1[cH:4][c:5]([CH2:6][NH2:7])[cH:8][cH:9][cH:10]1.[CH3:22][N:23]([CH3:24])[CH:25]=[O:26].[N:11](=[O:12])[O-:13].[Na+:14].[OH:15][C:16]([C:17]([F:18])([F:19])[F:20])=[O:21]>>[C:1](#[N:2])[c:3]1[cH:4][c:5]([CH2:6][OH:12])[cH:8][cH:9][cH:10]1. The reactants are C1(=CC=CC=C1)SCC1=CC=CC=C1 (benzyl phenyl sulfide), ClC1=CC(=CC=C1)C(=O)OO (m-chloroperbenzoic acid), C(=O)(O)[O-].[Na+] (NaHCO3). Solvent: C(Cl)Cl (CH2Cl2). Conditions: time 8 hour. The product is C1(=CC=CC=C1)S(=O)CC1=CC=CC=C1 (Benzyl phenyl sulfoxide). Isolated yield 110.7%. RXN SMILES: [C:1]1([S:7][CH2:8][C:9]2[CH:14]=[CH:13][CH:12]=[CH:11][CH:10]=2)[CH:6]=[CH:5][CH:4]=[CH:3][CH:2]=1.ClC1C=CC=C(C(OO)=[O:23])C=1.C([O-])(O)=O.[Na+]>C(Cl)Cl>[C:1]1([S:7]([CH2:8][C:9]2[CH:10]=[CH:11][CH:12]=[CH:13][CH:14]=2)=[O:23])[CH:2]=[CH:3][CH:4]=[CH:5][CH:6]=1 |f:2.3|. Procedure details: To a solution of benzyl phenyl sulfide (Aldrich; 1.068 g, 5.33 mmol) in 25 mL of CH2Cl2 at −78° C. was slowly added a solution of m-chloroperbenzoic acid (Aldrich, 50-60%; 760 mg, 2.64 mmol if 60%) in 10 mL of CH2CL2. After warming to room temperature and stirring overnight, the solution was added to 20 mL of a saturated NaHCO3 solution. The aqueous layer was separated and extracted with CH2Cl2 (2×10 mL). The pooled organic layers were then dried (MgSO4) and concentrated. The residue was subject...